Dataset: the Open Reaction Database (ORD), a public repository of structured organic reaction records. Task: describe an organic reaction: reactants, conditions, products, and yield Reactants: NC1C(N(C2=C(C(=N1)C1CCCCCC1)C=CC=C2)C)=O (3(R,S)-amino-5-cycloheptyl-1,3-dihydro-1-methyl-2H-1,4-benzodiazepin-2-one), C(=O)(OC(C)(C)C)N[C@H](CC1=CC=CC=C1)C(=O)O (Boc-D-phenylalanine), O.O.O.ON1N=NC2=C1C=CC=C2 (1-hydroxybenzotriazole trihydrate), Cl.C(C)N=C=NCCCN(C)C (1-ethyl-3-[3-(dimethylamino)propyl] carbodiimide hydrochloride). Solvent: C(C)N(CC)CC (Triethylamine), CN(C=O)C (dimethyl formamide). Run at time 1 hour. Product: C(C)(C)(C)OC(=O)N[C@@H](C(=O)NC1C(N(C2=C(C(=N1)C1CCCCCC1)C=CC=C2)C)=O)CC2=CC=CC=C2 (3(R,S)-[2(R)-(tert-butyloxycarbonyl)amino-3-phenylpropionylamino]-5-cycloheptyl-1,3-dihydro-1-methyl-2H-1,4-benzodiazepin-2-one). Reaction SMILES: [NH2:1][CH:2]1[N:8]=[C:7]([CH:9]2[CH2:15][CH2:14][CH2:13][CH2:12][CH2:11][CH2:10]2)[C:6]2[CH:16]=[CH:17][CH:18]=[CH:19][C:5]=2[N:4]([CH3:20])[C:3]1=[O:21].[C:22]([NH:29][C@@H:30]([C:38](O)=[O:39])[CH2:31][C:32]1[CH:37]=[CH:36][CH:35]=[CH:34][CH:33]=1)([O:24][C:25]([CH3:28])([CH3:27])[CH3:26])=[O:23].O.O.O.ON1C2C=CC=CC=2N=N1.Cl.C(N=C=NCCCN(C)C)C>CN(C)C=O.C(N(CC)CC)C>[C:25]([O:24][C:22]([NH:29][C@H:30]([CH2:31][C:32]1[CH:33]=[CH:34][CH:35]=[CH:36][CH:37]=1)[C:38]([NH:1][CH:2]1[N:8]=[C:7]([CH:9]2[CH2:10][CH2:11][CH2:12][CH2:13][CH2:14][CH2:15]2)[C:6]2[CH:16]=[CH:17][CH:18]=[CH:19][C:5]=2[N:4]([CH3:20])[C:3]1=[O:21])=[O:39])=[O:23])([CH3:28])([CH3:26])[CH3:27] |f:2.3.4.5,6.7|. Procedure details: To a solution of 3(R,S)-amino-5-cycloheptyl-1,3-dihydro-1-methyl-2H-1,4-benzodiazepin-2-one (4.08 g) in anhydrous dimethyl formamide (30 ml), under an atmosphere of nitrogen, was added in succession Boc-D-phenylalanine (3.98 g), 1-hydroxybenzotriazole trihydrate (2.03 g) and 1-ethyl-3-[3-(dimethylamino)propyl] carbodiimide hydrochloride (2.88 g). Triethylamine (2.09 ml) was then added and the resulting suspension stirred at ambient temperature for 1 h. The solvent was removed under reduced press... Starting materials: CN1CCCC1=O, Cc1cc([N+](=O)[O-])ccc1F, [K+], [K+], NCCNCCO, O=C([O-])[O-], O. Yields the product Cc1cc([N+](=O)[O-])ccc1NCCNCCO. Reaction SMILES: [CH3:25][N:26]1[CH2:27][CH2:28][CH2:29][C:30]1=[O:31].[F:1][c:2]1[c:3]([CH3:11])[cH:4][c:5]([N+:8](=[O:9])[O-:10])[cH:6][cH:7]1.[K+:19].[K+:20].[NH2:12][CH2:13][CH2:14][NH:15][CH2:16][CH2:17][OH:18].[O-:21][C:22]([O-:23])=[O:24].[OH2:32]>>[c:2]1([NH:12][CH2:13][CH2:14][NH:15][CH2:16][CH2:17][OH:18])[c:3]([CH3:11])[cH:4][c:5]([N+:8](=[O:9])[O-:10])[cH:6][cH:7]1. Reactants: BrC=1C=NC(=NC1)NCCCOC=1C=C2CC[C@H](C2=CC1)CC(=O)OCC (ethyl ((1S)-5-{3-[(5-bromo-2-pyrimidinyl)amino]propoxy}-2,3-dihydro-1H-inden-1-yl)acetate), [H-].[Na+] (NaH), CN(C)C=O (DMF), [NH4+].[Cl-] (NH4Cl). Conditions: time 4 hour. Yields the product BrC=1C=NC(=NC1)N(CCCOC=1C=C2CC[C@H](C2=CC1)CC(=O)OCC)C (ethyl ((1S)-5-{3-[(5-bromo-2-pyrimidinyl)(methyl)amino]propoxy}-2,3-dihydro-1H-inden-1-yl)acetate). Isolated yield 21.0%. RXN SMILES: [Br:1][C:2]1[CH:3]=[N:4][C:5]([NH:8][CH2:9][CH2:10][CH2:11][O:12][C:13]2[CH:14]=[C:15]3[C:19](=[CH:20][CH:21]=2)[C@H:18]([CH2:22][C:23]([O:25][CH2:26][CH3:27])=[O:24])[CH2:17][CH2:16]3)=[N:6][CH:7]=1.[H-].[Na+].[NH4+].[Cl-].[CH3:32]N(C=O)C>>[Br:1][C:2]1[CH:7]=[N:6][C:5]([N:8]([CH3:32])[CH2:9][CH2:10][CH2:11][O:12][C:13]2[CH:14]=[C:15]3[C:19](=[CH:20][CH:21]=2)[C@H:18]([CH2:22][C:23]([O:25][CH2:26][CH3:27])=[O:24])[CH2:17][CH2:16]3)=[N:4][CH:3]=1 |f:1.2,3.4|. Procedure: To a solution of ethyl ((1S)-5-{3-[(5-bromo-2-pyrimidinyl)amino]propoxy}2,3-dihydro-1H-inden-1-yl)acetate (Example 281, 500 mg, 1.15 mmol) in DMF (10 mL) was added NaH [H2 evolution], followed by Mel (180 mg, 1.27 mmol) added over 5 min. The reaction mixture was stirred at rt for 4 h, NH4Cl (10% aqueous solution) was added, after which the mixture was concentrated under reduced pressure. The residue was taken up in EtOAc, then washed with water and brine successively. The organic phase was dried... RXN SMILES: [OH-].[Na+].Cl.[CH2:4]([O:6][CH2:7][C:8]([NH:10][C:11]1[CH:12]=[N:13][C:14]2[C:19]([C:20]=1[NH:21][CH2:22][C:23]1([C:29]([O:31]CC)=[O:30])[CH2:28][CH2:27][CH2:26][CH2:25][CH2:24]1)=[CH:18][CH:17]=[CH:16][CH:15]=2)=O)[CH3:5]>C(O)C.O>[CH2:4]([O:6][CH2:7][C:8]1[N:21]([CH2:22][C:23]2([C:29]([OH:31])=[O:30])[CH2:24][CH2:25][CH2:26][CH2:27][CH2:28]2)[C:20]2[C:19]3[CH:18]=[CH:17][CH:16]=[CH:15][C:14]=3[N:13]=[CH:12][C:11]=2[N:10]=1)[CH3:5] |f:0.1,2.3,4.5|. Yields the product C(C)OCC=1N(C2=C(C=NC=3C=CC=CC23)N1)CC1(CCCCC1)C(=O)O (1-{[2-(ethoxymethyl)-1H-imidazo[4,5-c]quinolin-1-yl]methyl}cyclohexanecarboxylic acid). Run in C(C)O.O (ethanol water). Isolated yield 69.0%. Procedure details: Sodium hydroxide (2.71 g, 67.7 mmol) was added to a solution of ethyl 1-[({3-[(ethoxyacetyl)amino]quinolin-4-yl}amino)methyl]cyclohexanecarboxylate hydrochloride (10.15 g, 22.6 mmol) in 9:1 ethanol/water (30 mL), and the solution was heated at reflux for several hours. The ethanol was removed under reduced pressure, and the resulting solution was diluted with water and adjusted to pH 4 to 5 with the addition of 3 M hydrochloric acid. The mixture was then extracted several times with dichlorometh... Starting materials: [OH-].[Na+] (Sodium hydroxide), Cl.C(C)OCC(=O)NC=1C=NC2=CC=CC=C2C1NCC1(CCCCC1)C(=O)OCC (ethyl 1-[({3-[(ethoxyacetyl)amino]quinolin-4-yl}amino)methyl]cyclohexanecarboxylate hydrochloride). As a reaction SMILES: C([NH:5][S:6]([C:9]1[CH:18]=[C:17]([NH:19][NH:20][C:21](=[O:25])[CH:22]([CH3:24])[CH3:23])[CH:16]=[CH:15][C:10]=1[C:11]([O:13][CH3:14])=[O:12])(=[O:8])=[O:7])(C)(C)C>FC(F)(F)C(O)=O>[C:21]([NH:20][NH:19][C:17]1[CH:16]=[CH:15][C:10]([C:11]([O:13][CH3:14])=[O:12])=[C:9]([S:6](=[O:7])(=[O:8])[NH2:5])[CH:18]=1)(=[O:25])[CH:22]([CH3:24])[CH3:23]. Reactants: C(C)(C)(C)NS(=O)(=O)C1=C(C(=O)OC)C=CC(=C1)NNC(C(C)C)=O (methyl 2-(N-tert-butylsulfamoyl)-4-(2-isobutyrylhydrazino)benzoate). Yield: 94.0%. The solvent is FC(C(=O)O)(F)F (trifluoroacetic acid). Procedure details: 1.0 g (2.7 mmol) of methyl 2-(N-tert-butylsulfamoyl)-4-(2-isobutyrylhydrazino)benzoate is stirred in 10 ml of trifluoroacetic acid at 25° C. for 2 hours. The mixture is evaporated and the residue is triturated with diethyl ether. Filtration with suction and drying gives 0.8 g (94% of theory) of methyl 4-(2-isobutyrylhydrazino)-2-sulfamoylbenzoate of melting point 198°-200° C. The product is C(C(C)C)(=O)NNC1=CC(=C(C(=O)OC)C=C1)S(N)(=O)=O (methyl 4-(2-isobutyrylhydrazino)-2-sulfamoylbenzoate). Starting materials: CC(=O)N1C(Cc2cc(F)cc(F)c2)C(C2CC(OCC=C(C)C)CN2C(=O)OC(C)(C)C)OC1(C)C, CO, [H][H]. The product is CC(=O)N1C(Cc2cc(F)cc(F)c2)C(C2CC(OCCC(C)C)CN2C(=O)OC(C)(C)C)OC1(C)C. As a reaction SMILES: [C:1]([CH3:2])([CH3:3])([CH3:4])[O:5][C:6](=[O:7])[N:8]1[CH:9]([CH:19]2[CH:20]([CH2:29][c:30]3[cH:31][c:32]([F:37])[cH:33][c:34]([F:36])[cH:35]3)[N:21]([C:26]([CH3:27])=[O:28])[C:22]([CH3:24])([CH3:25])[O:23]2)[CH2:10][CH:11]([O:13][CH2:14][CH:15]=[C:16]([CH3:17])[CH3:18])[CH2:12]1.[CH3:40][OH:41].[H:38][H:39]>>[C:1]([CH3:2])([CH3:3])([CH3:4])[O:5][C:6](=[O:7])[N:8]1[CH:9]([CH:19]2[CH:20]([CH2:29][c:30]3[cH:31][c:32]([F:37])[cH:33][c:34]([F:36])[cH:35]3)[N:21]([C:26]([CH3:27])=[O:28])[C:22]([CH3:24])([CH3:25])[O:23]2)[CH2:10][CH:11]([O:13][CH2:14][CH2:15][CH:16]([CH3:17])[CH3:18])[CH2:12]1. Starting materials: C(C#CC)OC1=CC=C(C=C1)S(=O)(=O)NC1(CCCCC1)C(=O)OC (methyl 1-({[4-(2-butynyloxy)phenyl]sulfonyl}amino)cyclohexanecarboxylate), C([O-])([O-])=O.[K+].[K+] (potassium carbonate), CI (methyl iodide). Solvent: CC(=O)C (acetone). Yields the product COC(=O)C1(CCCCC1)N(C)S(=O)(=O)C1=CC=C(C=C1)OCC#CC (methyl1-[{[4-(2-butynyloxy)phenyl]sulfonyl}(methyl)amino]cyclohexanecarboxylate). RXN SMILES: [CH2:1]([O:5][C:6]1[CH:11]=[CH:10][C:9]([S:12]([NH:15][C:16]2([C:22]([O:24][CH3:25])=[O:23])[CH2:21][CH2:20][CH2:19][CH2:18][CH2:17]2)(=[O:14])=[O:13])=[CH:8][CH:7]=1)[C:2]#[C:3][CH3:4].[C:26](=O)([O-])[O-].[K+].[K+].CI>CC(C)=O>[CH3:25][O:24][C:22]([C:16]1([N:15]([S:12]([C:9]2[CH:10]=[CH:11][C:6]([O:5][CH2:1][C:2]#[C:3][CH3:4])=[CH:7][CH:8]=2)(=[O:14])=[O:13])[CH3:26])[CH2:21][CH2:20][CH2:19][CH2:18][CH2:17]1)=[O:23] |f:1.2.3|. Procedure details: A mixture of methyl 1-({[4-(2-butynyloxy)phenyl]sulfonyl}amino)cyclohexanecarboxylate (4.5 g.,12.3 mmol), anhydrous potassium carbonate (20.0 g, excess) and methyl iodide (2 g, 14.08 mmol) was refluxed in acetone for sixteen hours. The reaction mixture was then cooled to room temperature and filtered. The acetone layer was concentrated and extracted with chloroform. The chloroform layer was washed well with water, dried over anhydrous MgSO4, filtered and concentrated to provide methyl1-[{[4-(2-b... The reactants are ClC(C(=O)C1=CC2=C(NC(O2)=O)C=C1)CC (6-(2-chloro-butyryl)-3H-benzoxazol-2-one), C(C1=CC=CC=C1)Br (benzylbromide), C([O-])([O-])=O.[K+].[K+] (potassium carbonate). Solvent: CC(=O)C (acetone). The product is C(C1=CC=CC=C1)N1C(OC2=C1C=CC(=C2)C(C(CC)Cl)=O)=O (3-benzyl-6-(2-chloro-butyryl)-3H-benzoxazol-2-one). RXN SMILES: [Cl:1][CH:2]([CH2:15][CH3:16])[C:3]([C:5]1[CH:14]=[CH:13][C:8]2[NH:9][C:10](=[O:12])[O:11][C:7]=2[CH:6]=1)=[O:4].[CH2:17](Br)[C:18]1[CH:23]=[CH:22][CH:21]=[CH:20][CH:19]=1.C(=O)([O-])[O-].[K+].[K+]>CC(C)=O>[CH2:17]([N:9]1[C:8]2[CH:13]=[CH:14][C:5]([C:3](=[O:4])[CH:2]([Cl:1])[CH2:15][CH3:16])=[CH:6][C:7]=2[O:11][C:10]1=[O:12])[C:18]1[CH:23]=[CH:22][CH:21]=[CH:20][CH:19]=1 |f:2.3.4|. Reported procedure: 62.50 g (260.79 mmol) 6-(2-chloro-butyryl)-3H-benzoxazol-2-one, 31 mL (261.00 mmol) benzylbromide, 160.00 g (1157.74 mmol) potassium carbonate and 3000 mL acetone are stirred for 24 h at RT. The reaction mixture is concentrated by rotary evaporation i. V. and the residue is separated on silica gel (eluant cyclohexane/EA). The suitable fractions are concentrated by rotary evaporation i. V. and the residue is crystallised with EtOH.